Dataset: the Open Reaction Database (ORD), a public repository of structured organic reaction records. Task: describe an organic reaction: reactants, conditions, products, and yield Reactants: C1(=CC=CC=C1)C(C(=O)N)C1=CC=CC=C1 (2,2-diphenylacetamide), C(CC)C(=O)Cl (propanecarboxylic acid chloride). The product is C1(=CC=CC=C1)C(C(=O)NC(CCC)=O)C1=CC=CC=C1 (N-Diphenylacetyl-butyramide). Reaction SMILES: [C:1]1([CH:7]([C:11]2[CH:16]=[CH:15][CH:14]=[CH:13][CH:12]=2)[C:8]([NH2:10])=[O:9])[CH:6]=[CH:5][CH:4]=[CH:3][CH:2]=1.[CH2:17]([C:20](Cl)=[O:21])[CH2:18][CH3:19]>>[C:1]1([CH:7]([C:11]2[CH:16]=[CH:15][CH:14]=[CH:13][CH:12]=2)[C:8]([NH:10][C:20](=[O:21])[CH2:17][CH2:18][CH3:19])=[O:9])[CH:2]=[CH:3][CH:4]=[CH:5][CH:6]=1. Procedure: The title compound, white solid, m.p. 205° C. and MS: m/e=281 (M+) was prepared in accordance with the general method of example 39 from 2,2-diphenylacetamide and propanecarboxylic acid chloride. The reactants are C1CCOC1, CC1(C)CC(=O)OC1=O, CCOCC, CC(C)(C)c1cc(NC(=O)Nc2ccc(Oc3ccncc3)cc2)n(-c2ccc(N)cc2)n1. The product is CC(C)(CC(=O)Nc1ccc(-n2nc(C(C)(C)C)cc2NC(=O)Nc2ccc(Oc3ccncc3)cc2)cc1)C(=O)O. RXN SMILES: [CH2:43]1[O:44][CH2:45][CH2:46][CH2:47]1.[CH3:34][C:35]1([CH3:42])[C:36](=[O:37])[O:38][C:39](=[O:41])[CH2:40]1.[CH3:48][CH2:49][O:50][CH2:51][CH3:52].[NH2:1][c:2]1[cH:3][cH:4][c:5](-[n:8]2[n:9][c:10]([C:30]([CH3:31])([CH3:32])[CH3:33])[cH:11][c:12]2[NH:13][C:14](=[O:15])[NH:16][c:17]2[cH:18][cH:19][c:20]([O:23][c:24]3[cH:25][cH:26][n:27][cH:28][cH:29]3)[cH:21][cH:22]2)[cH:6][cH:7]1>>[NH:1]([c:2]1[cH:3][cH:4][c:5](-[n:8]2[n:9][c:10]([C:30]([CH3:31])([CH3:32])[CH3:33])[cH:11][c:12]2[NH:13][C:14](=[O:15])[NH:16][c:17]2[cH:18][cH:19][c:20]([O:23][c:24]3[cH:25][cH:26][n:27][cH:28][cH:29]3)[cH:21][cH:22]2)[cH:6][cH:7]1)[C:39]([CH2:40][C:35]([CH3:34])([C:36](=[O:37])[OH:38])[CH3:42])=[O:41]. Reactants: ClC=1C=C(C=CC1OC(C)C)C1=NC(=NO1)C1=C2C=CN=C(C2=CC=C1)CCC(=O)OCC (Ethyl 3-[5-(5-{3-chloro-4-[(1-methylethyl)oxy]phenyl}-1,2,4-oxadiazol-3-yl)-1-isoquinolinyl]propanoate), O1CCCC1 (tetrahydrofuran), CO (methanol), [OH-].[Li+] (lithium hydroxide). Run in O (water). Run at temperature 80 celsius. Yields the product [Li+].ClC=1C=C(C=CC1OC(C)C)C1=NC(=NO1)C1=C2C=CN=C(C2=CC=C1)CCC(=O)[O-] (3-[5-(5-{3-Chloro-4-[(1-methylethyl)oxy]phenyl}-1,2,4-oxadiazol-3-yl)-1-isoquinolinyl]propanoic acid lithium salt). Yield: 78.6%. Reaction SMILES: [Cl:1][C:2]1[CH:3]=[C:4]([C:12]2[O:16][N:15]=[C:14]([C:17]3[CH:26]=[CH:25][CH:24]=[C:23]4[C:18]=3[CH:19]=[CH:20][N:21]=[C:22]4[CH2:27][CH2:28][C:29]([O:31]CC)=[O:30])[N:13]=2)[CH:5]=[CH:6][C:7]=1[O:8][CH:9]([CH3:11])[CH3:10].O1CCCC1.CO.[OH-].[Li+:42]>O>[Li+:42].[Cl:1][C:2]1[CH:3]=[C:4]([C:12]2[O:16][N:15]=[C:14]([C:17]3[CH:26]=[CH:25][CH:24]=[C:23]4[C:18]=3[CH:19]=[CH:20][N:21]=[C:22]4[CH2:27][CH2:28][C:29]([O-:31])=[O:30])[N:13]=2)[CH:5]=[CH:6][C:7]=1[O:8][CH:9]([CH3:11])[CH3:10] |f:3.4,6.7|. Reported procedure: A round bottom flask was charged with ethyl 3-[5-(5-{3-chloro-4-[(1-methylethyl)oxy]phenyl}-1,2,4-oxadiazol-3-yl)-1-isoquinolinyl]propanoate (D8; 80 mg, 0.172 mmol), tetrahydrofuran (THF) (4.00 ml), methanol (4.00 ml), water (2 ml) and lithium hydroxide (4.11 mg, 0.172 mmol). The mixture was warmed to 80° C. for 2 h after which time the solvent was removed in vacuo and the resultant red solid triturated with diethyl ether. The resulting slurry was filtered and the solid dried in vacuo to give th... Starting materials: C(#C)[Mg]Br (Ethynylmagnesium bromide), C1CCOC1 (THF), C(C)(C)(C)OC(=O)N1C[C@H](CC1)C=O ((S)-3-formylpyrrolidine-1-carboxylic acid t-butyl ester), C1CCOC1 (THF). Conditions: time 4 hour. Product: C(C)(C)(C)OC(=O)N1C[C@H](CC1)C(C#C)O ((S)-3-(1-Hydroxyprop-2-ynyl)pyrrolidine-1-carboxylic Acid t-Butyl Ester). RXN SMILES: [C:1]([Mg]Br)#[CH:2].C1COCC1.[C:10]([O:14][C:15]([N:17]1[CH2:21][CH2:20][C@H:19]([CH:22]=[O:23])[CH2:18]1)=[O:16])([CH3:13])([CH3:12])[CH3:11]>>[C:10]([O:14][C:15]([N:17]1[CH2:21][CH2:20][C@H:19]([CH:22]([OH:23])[C:1]#[CH:2])[CH2:18]1)=[O:16])([CH3:13])([CH3:12])[CH3:11]. Reported procedure: 0.5 M Ethynylmagnesium bromide in THF (6.3 mL, 3140 μmol) was added dropwise over 5 minutes to a stirred solution of (S)-3-formylpyrrolidine-1-carboxylic acid t-butyl ester (0.5 g, 2 mmol) in THF (5 mL, 60 mmol) at 0° C. The mixture was allowed to warm to room temperature. After 4 hours, the reaction was quenched with the addition of saturated aqueous NH4Cl (10 mL) and extracted with EtOAc (2×10 mL). The organic layers were combined, dried over MgSO4, filtered, and concentrated in vacuo.